This data is from the Open Reaction Database (ORD), a public repository of structured organic reaction records. The task is: describe an organic reaction: reactants, conditions, products, and yield Reactants: O1C2C1CCC=CCCC=CCC2 (1,2-epoxycyclododeca-5,9-diene), [I-].[Na+] (sodium iodide). Run in polyethylene glycol. Yields the product C1(CC=CCCC=CCCCC1)=O (cyclododeca-3,7-dien-1-one). The yield is 98.7%. RXN SMILES: [O:1]1[CH:3]2[CH2:4][CH2:5][CH:6]=[CH:7][CH2:8][CH2:9][CH:10]=[CH:11][CH2:12][CH2:13][CH:2]12.[I-].[Na+]>>[C:2]1(=[O:1])[CH2:13][CH2:12][CH2:11][CH2:10][CH:9]=[CH:8][CH2:7][CH2:6][CH:5]=[CH:4][CH2:3]1 |f:1.2|. Procedure details: Also, German Patent DE3601380 discloses a technique where 1,2-epoxycyclododeca-5,9-diene is isomerized in the presence of sodium iodide in a polyethylene glycol solvent (NaI: 3 wt %, 195° C., 9 hours) and thereby cyclododeca-3,7-dien-1-one is produced in a yield of 98.7%.